This data is from the Open Reaction Database (ORD), a public repository of structured organic reaction records. The task is: describe an organic reaction: reactants, conditions, products, and yield Starting materials: COCCN(C)c1ccc(N)cn1, CCCc1oc(-c2ccccc2)nc1C(=O)O. Yields the product CCCc1oc(-c2ccccc2)nc1C(=O)Nc1ccc(N(C)CCOC)nc1. As a reaction SMILES: [CH3:18][O:19][CH2:20][CH2:21][N:22]([c:23]1[n:24][cH:25][c:26]([NH2:29])[cH:27][cH:28]1)[CH3:30].[c:1]1(-[c:7]2[o:8][c:9]([CH2:15][CH2:16][CH3:17])[c:10]([C:12](=[O:13])[OH:14])[n:11]2)[cH:2][cH:3][cH:4][cH:5][cH:6]1>>[c:1]1(-[c:7]2[o:8][c:9]([CH2:15][CH2:16][CH3:17])[c:10]([C:12](=[O:14])[NH:29][c:26]3[cH:25][n:24][c:23]([N:22]([CH2:21][CH2:20][O:19][CH3:18])[CH3:30])[cH:28][cH:27]3)[n:11]2)[cH:2][cH:3][cH:4][cH:5][cH:6]1. Starting materials: [N+](=O)([O-])C1=CC=C(C(=O)OC[C@@]2(CN(C(O2)=O)C2=CC=C(C=C2)OC)C)C=C1 ((S)-(+)-3-(4-methoxyphenyl)-5-methyl-2-oxooxazolidin-5-ylmethyl p-nitrobenzoate), [N+](=O)([O-])C1=CC=C(C(=O)OC[C@@H]2[C@@H](N(C(O2)=O)C2=CC=C(C=C2)OC)C)C=C1 ((4S, 5S)-(-)-3-(4-methoxyphenyl)-4-methyl-2-oxooxazolidin-5-ylmethyl p-nitrobenzoate). The product is COC1=CC=C(C=C1)N1C(O[C@](C1)(C)CO)=O ((S)-(+)-3-(4-methoxyphenyl)-5-methyl-2-oxooxazolidin-5-ylmethyl alcohol). Yield: 95.0%. Reaction SMILES: [N+](C1C=CC(C([O:10][CH2:11][C@@:12]2([CH3:26])[O:16][C:15](=[O:17])[N:14]([C:18]3[CH:23]=[CH:22][C:21]([O:24][CH3:25])=[CH:20][CH:19]=3)[CH2:13]2)=O)=CC=1)([O-])=O.[N+](C1C=CC(C(OC[C@H]2OC(=O)N(C3C=CC(OC)=CC=3)[C@H]2C)=O)=CC=1)([O-])=O>>[CH3:25][O:24][C:21]1[CH:20]=[CH:19][C:18]([N:14]2[CH2:13][C@:12]([CH2:11][OH:10])([CH3:26])[O:16][C:15]2=[O:17])=[CH:23][CH:22]=1. Reported procedure: The same procedure of Reference Example 11 was repeated except that (S)-(+)-3-(4-methoxyphenyl)-5-methyl-2-oxooxazolidin-5-ylmethyl p-nitrobenzoate obtained in Reference Example 10 was used in lieu of (4S, 5S)-(-)-3-(4-methoxyphenyl)-4-methyl-2-oxooxazolidin-5-ylmethyl p-nitrobenzoate to give the title compound (yield 95%). Reaction conditions: time 6 day. Solvent: O1CCCC1 (tetrahydrofuran). As a reaction SMILES: [CH3:1][C:2]1[CH:7]=[CH:6][C:5]([C:8]2[CH:9]=[C:10](/[CH:13]=[CH:14]/[C:15]([O:17]C)=[O:16])[S:11][CH:12]=2)=[CH:4][CH:3]=1.[OH-].[Na+]>O1CCCC1>[CH3:1][C:2]1[CH:3]=[CH:4][C:5]([C:8]2[CH:9]=[C:10](/[CH:13]=[CH:14]/[C:15]([OH:17])=[O:16])[S:11][CH:12]=2)=[CH:6][CH:7]=1 |f:1.2|. Product: CC1=CC=C(C=C1)C=1C=C(SC1)/C=C/C(=O)O ((E)-3-[4-(4-methylphenyl)thiophen-2-yl]acrylic acid). The yield is 54.6%. Procedure details: To a solution of methyl (E)-3-[4-(4-methylphenyl)thiophen-2-yl)acrylate (2.40 g) in tetrahydrofuran (50 ml) was added 2N sodium hydroxide (6.0 ml) at room temperature, and the mixture was stirred for 6 days. Precipitated crystal was collected by filtration and washed with tetrahydrofuran. To the crystals was added 1N hydrochloric acid (20 ml), and the mixture was extracted with ethyl acetate. The organic layer was washed with saturated sodium chloride solution, dried with magnesium sulfate and c... Starting materials: CC1=CC=C(C=C1)C=1C=C(SC1)/C=C/C(=O)OC (methyl (E)-3-[4-(4-methylphenyl)thiophen-2-yl)acrylate), [OH-].[Na+] (sodium hydroxide). Starting materials: COc1cccc(OC)c1B(O)O, CC#N, Cc1ccc(S(=O)(=O)n2cc(I)c3cc(-c4cccc(C(=O)N5CCOCC5)c4)cnc32)cc1, [Na+], [Na+], O=C([O-])[O-], O, c1ccc(P(c2ccccc2)(c2ccccc2)[Pd](P(c2ccccc2)(c2ccccc2)c2ccccc2)(P(c2ccccc2)(c2ccccc2)c2ccccc2)P(c2ccccc2)(c2ccccc2)c2ccccc2)cc1. Yields the product COc1cccc(OC)c1-c1cn(S(=O)(=O)c2ccc(C)cc2)c2ncc(-c3cccc(C(=O)N4CCOCC4)c3)cc12. As a reaction SMILES: [CH3:35][O:36][c:37]1[c:38]([B:45]([OH:46])[OH:47])[c:39]([O:43][CH3:44])[cH:40][cH:41][cH:42]1.[CH3:54][C:55]#[N:56].[I:1][c:2]1[cH:3][n:4]([S:25](=[O:26])(=[O:27])[c:28]2[cH:29][cH:30][c:31]([CH3:32])[cH:33][cH:34]2)[c:5]2[n:6][cH:7][c:8](-[c:11]3[cH:12][c:13]([C:17](=[O:18])[N:19]4[CH2:20][CH2:21][O:22][CH2:23][CH2:24]4)[cH:14][cH:15][cH:16]3)[cH:9][c:10]12.[Na+:48].[Na+:49].[O-:50][C:51](=[O:52])[O-:53].[OH2:57].[cH:58]1[cH:59][cH:60][c:61]([P:62]([Pd:63]([P:64]([c:65]2[cH:66][cH:67][cH:68][cH:69][cH:70]2)([c:71]2[cH:72][cH:73][cH:74][cH:75][cH:76]2)[c:77]2[cH:78][cH:79][cH:80][cH:81][cH:82]2)([P:83]([c:84]2[cH:85][cH:86][cH:87][cH:88][cH:89]2)([c:90]2[cH:91][cH:92][cH:93][cH:94][cH:95]2)[c:96]2[cH:97][cH:98][cH:99][cH:100][cH:101]2)[P:102]([c:103]2[cH:104][cH:105][cH:106][cH:107][cH:108]2)([c:109]2[cH:110][cH:111][cH:112][cH:113][cH:114]2)[c:115]2[cH:116][cH:117][cH:118][cH:119][cH:120]2)([c:121]2[cH:122][cH:123][cH:124][cH:125][cH:126]2)[c:127]2[cH:128][cH:129][cH:130][cH:131][cH:132]2)[cH:133][cH:134]1>>[c:2]1(-[c:38]2[c:37]([O:36][CH3:35])[cH:42][cH:41][cH:40][c:39]2[O:43][CH3:44])[cH:3][n:4]([S:25](=[O:26])(=[O:27])[c:28]2[cH:29][cH:30][c:31]([CH3:32])[cH:33][cH:34]2)[c:5]2[n:6][cH:7][c:8](-[c:11]3[cH:12][c:13]([C:17](=[O:18])[N:19]4[CH2:20][CH2:21][O:22][CH2:23][CH2:24]4)[cH:14][cH:15][cH:16]3)[cH:9][c:10]12. Reactants: ClC1=C(NC2=C(C=CC=C2)CC(=O)O)C(=CC=C1)Cl ([o-(2,6-dichloro-anilino)-phenyl]-acetic acid), N1=CC=CC=C1 (pyridine). Yields the product N1=CC(=CC=C1)OC(CC1=C(C=CC=C1)NC1=C(C=CC=C1Cl)Cl)=O ([o-(2,6-dichloro-anilino)-phenyl]-acetic acid-3-pyridyl ester), ether petroleum ether. RXN SMILES: [Cl:1][C:2]1[CH:18]=[CH:17][CH:16]=[C:15]([Cl:19])[C:3]=1[NH:4][C:5]1[CH:10]=[CH:9][CH:8]=[CH:7][C:6]=1[CH2:11][C:12]([OH:14])=[O:13].[N:20]1[CH:25]=[CH:24][CH:23]=[CH:22][CH:21]=1>>[N:20]1[CH:25]=[CH:24][CH:23]=[C:22]([O:13][C:12](=[O:14])[CH2:11][C:6]2[CH:7]=[CH:8][CH:9]=[CH:10][C:5]=2[NH:4][C:3]2[C:2]([Cl:1])=[CH:18][CH:17]=[CH:16][C:15]=2[Cl:19])[CH:21]=1. Procedure: This salt is stirred under nitrogen and anhydrous conditions for 1 hour with 6.5 ml of pyridine and 1.5 g of [o-(2,6-dichloro-anilino)-phenyl]-acetic acid at 20°-30°C and the mixture is then evaporated in vacuo at a maximum temperature of 40°C. The residue is dissolved in 50 ml of ether and while cooling with ice, washed with saturated potassium hydrogen carbonate solution, 1 N-hydrochloric acid, and with ice water. The bulk of the [o-(2,6-dichloro-anilino)-phenyl]-acetic acid-3-pyridyl ester re... Reactants: FC(C1=C(C=CC=C1)SC1=CC=C(OC(C(=O)OCC)C)C=C1)(F)F (ethyl 2-[4-(2-trifluoromethylphenylthio)phenoxy]propionate), S([O-])(O)=O.[Na+] (sodium bisulfite), OO (hydrogen peroxide), resultant solution. The reagents and catalysts are S(O)(O)(=O)=O (sulfuric acid). Solvent: C(C)(=O)O (acetic acid), C(C)(=O)O (acetic acid). The product is FC(C1=C(C=CC=C1)S(=O)C1=CC=C(OC(C(=O)OCC)C)C=C1)(F)F (ethyl 2-[4-(2-trifluoromethylphenylsulfinyl)phenoxy]propionate). Reaction SMILES: [F:1][C:2]([F:25])([F:24])[C:3]1[CH:8]=[CH:7][CH:6]=[CH:5][C:4]=1[S:9][C:10]1[CH:23]=[CH:22][C:13]([O:14][CH:15]([CH3:21])[C:16]([O:18][CH2:19][CH3:20])=[O:17])=[CH:12][CH:11]=1.OO.S(=O)(O)[O-:29].[Na+]>S(=O)(=O)(O)O.C(O)(=O)C>[F:25][C:2]([F:24])([F:1])[C:3]1[CH:8]=[CH:7][CH:6]=[CH:5][C:4]=1[S:9]([C:10]1[CH:23]=[CH:22][C:13]([O:14][CH:15]([CH3:21])[C:16]([O:18][CH2:19][CH3:20])=[O:17])=[CH:12][CH:11]=1)=[O:29] |f:2.3|. Procedure: To a stirred solution containing 7.4 g. (0.020 mole) of ethyl 2-[4-(2-trifluoromethylphenylthio)phenoxy]propionate and a catalytic amount of sulfuric acid (3 drops) in 50 ml of glacial acetic acid is added a solution containing 2.23 g. (0.021 mole) of 32% hydrogen peroxide in 10 ml. of glacial acetic acid over a period of several minutes at 25°. The resultant solution is stirred for 24 hours under ambient conditions, at which time the reaction is essentially complete. After the reaction mixture ... The reactants are CCOC(=O)C(C)(C)Br, O=C([O-])[O-], CS(C)=O, CCOC(C)=O, Cc1cc(F)ccc1O, [K+], [K+], O. Product: CCOC(=O)C(C)(C)Oc1ccc(F)cc1C. RXN SMILES: [Br:10][C:11]([C:12](=[O:13])[O:14][CH2:15][CH3:16])([CH3:17])[CH3:18].[C:19](=[O:20])([O-:21])[O-:22].[CH3:25][S:26]([CH3:27])=[O:28].[CH3:29][CH2:30][O:31][C:32](=[O:33])[CH3:34].[F:1][c:2]1[cH:3][c:4]([CH3:9])[c:5]([OH:8])[cH:6][cH:7]1.[K+:23].[K+:24].[OH2:35]>>[F:1][c:2]1[cH:3][c:4]([CH3:9])[c:5]([O:8][C:11]([C:12](=[O:13])[O:14][CH2:15][CH3:16])([CH3:17])[CH3:18])[cH:6][cH:7]1.